From a dataset of the Open Reaction Database (ORD), a public repository of structured organic reaction records. describe an organic reaction: reactants, conditions, products, and yield Reactants: CO, O=C1CCC(=O)N1I, Nc1cc(O)cc(C(=O)O)c1, [Na+], [Na+], O=S([O-])([O-])=S. Yields the product Nc1cc(C(=O)O)cc(O)c1I. RXN SMILES: [CH3:27][OH:28].[I:12][N:13]1[C:14](=[O:15])[CH2:16][CH2:17][C:18]1=[O:19].[NH2:1][c:2]1[cH:3][c:4]([C:5](=[O:6])[OH:7])[cH:8][c:9]([OH:11])[cH:10]1.[Na+:25].[Na+:26].[S:20]([O-:21])([O-:22])(=[O:23])=[S:24]>>[NH2:1][c:2]1[cH:3][c:4]([C:5](=[O:6])[OH:7])[cH:8][c:9]([OH:11])[c:10]1[I:12]. Starting materials: COC(Cl)Cl, O=C(O)C(=O)c1ccccc1. Product: [Cl-], O=C(O)C(=O)c1ccccc1. Reaction SMILES: [CH3:12][O:13][CH:14]([Cl:15])[Cl:16].[c:1]1([C:7]([C:8](=[O:9])[OH:10])=[O:11])[cH:2][cH:3][cH:4][cH:5][cH:6]1>>[Cl-:15].[c:1]1([C:7]([C:8](=[O:9])[OH:10])=[O:11])[cH:2][cH:3][cH:4][cH:5][cH:6]1. The reactants are Cc1nc(Br)c([N+](=O)[O-])c(=O)[nH]1, O=C([O-])[O-], CN(C)C=O, [K+], [K+], OC1(c2ccccc2)CCNCC1. The product is Cc1nc(N2CCC(O)(c3ccccc3)CC2)c([N+](=O)[O-])c(=O)[nH]1. As a reaction SMILES: [Br:1][c:2]1[c:3]([N+:10](=[O:11])[O-:12])[c:4](=[O:9])[nH:5][c:6]([CH3:8])[n:7]1.[C:26](=[O:27])([O-:28])[O-:29].[CH3:32][N:33]([CH3:34])[CH:35]=[O:36].[K+:30].[K+:31].[OH:13][C:14]1([c:20]2[cH:21][cH:22][cH:23][cH:24][cH:25]2)[CH2:15][CH2:16][NH:17][CH2:18][CH2:19]1>>[c:2]1([N:17]2[CH2:16][CH2:15][C:14]([OH:13])([c:20]3[cH:21][cH:22][cH:23][cH:24][cH:25]3)[CH2:19][CH2:18]2)[c:3]([N+:10](=[O:11])[O-:12])[c:4](=[O:9])[nH:5][c:6]([CH3:8])[n:7]1. The reactants are C=CC(CCCC)CCCCCO, CC(=O)[O-], ClCCl, [Na+], O=[Cr](=O)([O-])Cl, c1cc[nH+]cc1. RXN SMILES: [CH2:1]([CH2:2][CH2:3][CH3:4])[CH:5]([CH2:6][CH2:7][CH2:8][CH2:9][CH2:10][OH:11])[CH:12]=[CH2:13].[CH3:26][C:27](=[O:28])[O-:29].[Cl:30][CH2:31][Cl:32].[Na+:25].[O:14]=[Cr:15]([Cl:16])([O-:17])=[O:18].[nH+:19]1[cH:20][cH:21][cH:22][cH:23][cH:24]1>>[CH2:1]([CH2:2][CH2:3][CH3:4])[CH:5]([CH2:6][CH2:7][CH2:8][CH2:9][CH:10]=[O:11])[CH:12]=[CH2:13]. Product: C=CC(CCCC)CCCCC=O. Reactants: FC(C(CC(=O)C1=CC=C(C=C1)SC)=O)(F)F (4,4,4-trifluoro-1-[4-(methylthio)phenyl]butane-1,3-dione), S(=O)(=O)(O)O.CSC(N)=N (2-methyl-2-thiopseudourea sulfate), C(C)(=O)[O-].[Na+] (sodium acetate). Solvent: C(C)(=O)O (acetic acid). The product is CSC1=NC(=CC(=N1)C1=CC=C(C=C1)SC)C(F)(F)F (2-(Methylthio)-4-[4-(methylthio)phenyl]-6-(trifluoromethyl)pyrimidine). Isolated yield 96.2%. RXN SMILES: [F:1][C:2]([F:17])([F:16])[C:3](=O)[CH2:4][C:5]([C:7]1[CH:12]=[CH:11][C:10]([S:13][CH3:14])=[CH:9][CH:8]=1)=O.S(O)(O)(=O)=O.[CH3:23][S:24][C:25](=[NH:27])[NH2:26].C([O-])(=O)C.[Na+]>C(O)(=O)C>[CH3:23][S:24][C:25]1[N:27]=[C:5]([C:7]2[CH:12]=[CH:11][C:10]([S:13][CH3:14])=[CH:9][CH:8]=2)[CH:4]=[C:3]([C:2]([F:17])([F:16])[F:1])[N:26]=1 |f:1.2,3.4|. Procedure details: To a mixture of 4,4,4-trifluoro-1-[4-(methylthio)phenyl]butane-1,3-dione (5 g) and 2-methyl-2-thiopseudourea sulfate (5.1 g, 0.98 eq) in acetic acid (100 ml) was added sodium acetate (3 g, 2 eq) and heated under reflux for 8 h. The mixture was concentrated in vacuo and water (100 ml) added to give a solid, which was isolated by filtration to give the title compound as a yellow solid (5.8 g, quantitative). RXN SMILES: [C@@H:1]12[N:8]([C:9]3[CH:18]=[N:17][C:16]4[C:11](=[CH:12][CH:13]=[CH:14][CH:15]=4)[N:10]=3)[CH2:7][C@@H:6]1[CH2:5][CH2:4][NH:3][CH2:2]2.CC1C=C(C)N=C(N2[C@@H]3[C@@H](CCNC3)C2)N=1.[F:35][C:36]1[CH:37]=[CH:38][C:39]([C:45]2[N:50]=[CH:49][CH:48]=[CH:47][N:46]=2)=[C:40]([CH:44]=1)[C:41](O)=[O:42].S1C=CC=C1C1C=CC=CC=1C(O)=O>>[F:35][C:36]1[CH:37]=[CH:38][C:39]([C:45]2[N:46]=[CH:47][CH:48]=[CH:49][N:50]=2)=[C:40]([C:41]([N:3]2[CH2:4][CH2:5][C@@H:6]3[C@@H:1]([N:8]([C:9]4[CH:18]=[N:17][C:16]5[C:11](=[CH:12][CH:13]=[CH:14][CH:15]=5)[N:10]=4)[CH2:7]3)[CH2:2]2)=[O:42])[CH:44]=1. Conditions: time 30 minute. Reported procedure: The title compound was prepared in a manner analogous to Example 1, substituting (1R,6S)-2-(3,8-diaza-bicyclo[4.2.0]oct-8-yl)quinoxaline (Intermediate 3) for (1R,6S)8-(4,6-dimethyl-pyrimidin-2-yl)-3,8-diaza-bicyclo[4.2.0]octane and 5-fluoro-2-pyrimidin-2-yl-benzoic acid for 2-thiophen-2-yl-benzoic acid Additionally, the reaction time was shortened to 30 minutes. MS (ESI) mass calcd. for C25H21FN6O, 440.48; m/z found 441.2 [M+H]+. Product: FC=1C=CC(=C(C1)C(=O)N1C[C@@H]2N(C[C@@H]2CC1)C1=NC2=CC=CC=C2N=C1)C1=NC=CC=N1 ((1R,6S)(5-Fluoro-2-pyrimidin-2-yl-phenyl)-(8-quinoxalin-2-yl-3,8-diaza-bicyclo[4.2.0]oct-3-yl)-methanone). Starting materials: [C@@H]12CNCC[C@H]2CN1C1=NC2=CC=CC=C2N=C1 ((1R,6S)-2-(3,8-diaza-bicyclo[4.2.0]oct-8-yl)quinoxaline), S1C(=CC=C1)C1=C(C(=O)O)C=CC=C1 (2-thiophen-2-yl-benzoic acid), CC1=NC(=NC(=C1)C)N1C[C@@H]2CCNC[C@H]12 ((1R,6S)8-(4,6-dimethyl-pyrimidin-2-yl)-3,8-diaza-bicyclo[4.2.0]octane), FC=1C=CC(=C(C(=O)O)C1)C1=NC=CC=N1 (5-fluoro-2-pyrimidin-2-yl-benzoic acid).